From a dataset of the Open Reaction Database (ORD), a public repository of structured organic reaction records. describe an organic reaction: reactants, conditions, products, and yield Starting materials: C1(=CC=CC=C1)S(=O)(=O)N1C(=CC=2C1=NC=C(C2)OCC(=O)N(C)C)C(=CC2CCCC2)C2=CC=C(C=C2)S(=O)(=O)C (2-{1-benzenesulfonyl-2-[2-cyclopentyl-1-(4-methanesulfonyl-phenyl)-vinyl]-1H-pyrrolo[2,3-b]pyridin-5-yloxy}-N,N-dimethyl-acetamide), [F-].C(CCC)[N+](CCCC)(CCCC)CCCC (tetrabutylammonium fluoride). Run in C(C)(=O)OCC (ethyl acetate), O1CCCC1 (tetrahydrofuran), O1CCCC1 (tetrahydrofuran). The product is C1(CCCC1)C=C(C1=CC=C(C=C1)S(=O)(=O)C)C1=CC=2C(=NC=C(C2)OCC(=O)N(C)C)N1 (2-{2-[2-cyclopentyl-1-(4-methanesulfonyl-phenyl)-vinyl]-1H-pyrrolo[2,3-b]pyridin-5-yloxy}-N,N-dimethyl-acetamide). Yield: 100.0%. As a reaction SMILES: C1(S([N:10]2[C:14]3=[N:15][CH:16]=[C:17]([O:19][CH2:20][C:21]([N:23]([CH3:25])[CH3:24])=[O:22])[CH:18]=[C:13]3[CH:12]=[C:11]2[C:26]([C:33]2[CH:38]=[CH:37][C:36]([S:39]([CH3:42])(=[O:41])=[O:40])=[CH:35][CH:34]=2)=[CH:27][CH:28]2[CH2:32][CH2:31][CH2:30][CH2:29]2)(=O)=O)C=CC=CC=1.[F-].C([N+](CCCC)(CCCC)CCCC)CCC>O1CCCC1.C(OCC)(=O)C>[CH:28]1([CH:27]=[C:26]([C:11]2[NH:10][C:14]3=[N:15][CH:16]=[C:17]([O:19][CH2:20][C:21]([N:23]([CH3:24])[CH3:25])=[O:22])[CH:18]=[C:13]3[CH:12]=2)[C:33]2[CH:38]=[CH:37][C:36]([S:39]([CH3:42])(=[O:40])=[O:41])=[CH:35][CH:34]=2)[CH2:32][CH2:31][CH2:30][CH2:29]1 |f:1.2|. Reported procedure: A solution of 2-{1-benzenesulfonyl-2-[2-cyclopentyl-1-(4-methanesulfonyl-phenyl)-vinyl]-1H-pyrrolo[2,3-b]pyridin-5-yloxy}-N,N-dimethyl-acetamide (340 mg, 0.59 mmol) in tetrahydrofuran (0.5 mL) and a tetrabutylammonium fluoride solution in tetrahydrofuran (1 M, 4 mL, 4 mmol) was stirred at room temperature for 12 h. The mixture was diluted with ethyl acetate (150 mL), and washed with a saturated aqueous ammonium chloride solution, brine, dried over anhydrous sodium sulfate and then concentrated i... Starting materials: FC(C(CC(=O)OCC)=O)(F)F (ethyl 4,4,4-trifluoroacetoacetate), C1(CC(CCC1)=O)=O (1,3-cylohexanedione), [N+](=O)([O-])C=1C=C(C=O)C=CC1 (3-nitrobenzaldehyde), C(C)(=O)[O-].[NH4+] (ammonium acetate). Reported procedure: A stirred mixture of ethyl 4,4,4-trifluoroacetoacetate (6.00 mL), 1,3-cylohexanedione (4.65 g), 3-nitrobenzaldehyde (6.31 g), and ammonium acetate (6.57 g) in ethanol (350 mL) was heated at reflux for 4.5 hours. After removal of solvent the orange residue was treated diethyl ether, and the resulting precipitate was collected by filtration. The solid was triturated with hot diethyl ether, collected, and purified by chromatography (ethyl acetate) to yield 3-carboethoxy-2-trifluoromethyl-2-hydroxy-... The solvent is C(C)O (ethanol). Reaction SMILES: [F:1][C:2]([F:12])([F:11])[C:3](=[O:10])[CH2:4][C:5]([O:7][CH2:8][CH3:9])=[O:6].[C:13]1(=[O:20])[CH2:18][CH2:17][CH2:16][C:15](=O)[CH2:14]1.[N+:21]([C:24]1[CH:25]=[C:26]([CH:29]=[CH:30][CH:31]=1)[CH:27]=O)([O-:23])=[O:22].C([O-])(=O)C.[NH4+:36]>C(O)C>[C:5]([CH:4]1[CH:27]([C:26]2[CH:29]=[CH:30][CH:31]=[C:24]([N+:21]([O-:23])=[O:22])[CH:25]=2)[C:14]2[C:13](=[O:20])[CH2:18][CH2:17][CH2:16][C:15]=2[NH:36][C:3]1([C:2]([F:11])([F:12])[F:1])[OH:10])([O:7][CH2:8][CH3:9])=[O:6] |f:3.4|. Yields the product C(=O)(OCC)C1C(NC=2CCCC(C2C1C1=CC(=CC=C1)[N+](=O)[O-])=O)(O)C(F)(F)F (3-carboethoxy-2-trifluoromethyl-2-hydroxy-4-(3-nitrophenyl) -4,6,7,8-tetrahydro-5(1H)-quinolone). Reactants: FC=1C(=CC2=C(NC(O2)=O)C1)[N+](=O)[O-] (5-fluoro-6-nitro-2(3H)-benzoxazolone). The reagents and catalysts are [C].[Pd] (palladium carbon). Solvent: O1CCCC1 (tetrahydrofuran), O1CCCC1 (tetrahydrofuran). Conditions: time 10 hour. The product is NC1=CC2=C(NC(O2)=O)C=C1F (6-Amino-5-fluoro-2(3H)-benzoxazolone). Yield: 107.7%. Reaction SMILES: [F:1][C:2]1[C:3]([N+:12]([O-])=O)=[CH:4][C:5]2[O:9][C:8](=[O:10])[NH:7][C:6]=2[CH:11]=1>O1CCCC1.[C].[Pd]>[NH2:12][C:3]1[C:2]([F:1])=[CH:11][C:6]2[NH:7][C:8](=[O:10])[O:9][C:5]=2[CH:4]=1 |f:2.3|. Reported procedure: To a solution of 5-fluoro-6-nitro-2(3H)-benzoxazolone (20 g, 0.1 mole) in 300 ml tetrahydrofuran was added 2 g palladium carbon (5%) under nitrogen atmosphere. The mixture was hydrogenated with a Parr shaker for 10 hours at 45 psi. The precipitate which resulted from hydrogenation was redissolved by adding tetrahydrofuran. The catalyst was removed by filtration and the filtrate was concentrated to give 18.1 g of the title compound as a brown solid: m.p. 180°-182° C. (dec.). Starting materials: ClCCl, CN(C)C=O, O=S(Cl)Cl, N#Cc1ccc2oc(=S)[nH]c2c1. Yields the product N#Cc1ccc2oc(Cl)nc2c1. As a reaction SMILES: [Cl:22][CH2:23][Cl:24].[O:17]=[CH:18][N:19]([CH3:20])[CH3:21].[S:13]([Cl:14])([Cl:15])=[O:16].[S:1]=[c:2]1[o:3][c:4]2[c:5]([nH:6]1)[cH:7][c:8]([C:11]#[N:12])[cH:9][cH:10]2>>[c:2]1([Cl:15])[o:3][c:4]2[c:5]([n:6]1)[cH:7][c:8]([C:11]#[N:12])[cH:9][cH:10]2. Starting materials: C1(CCCCC1)=C(C1=CC=C(C(=O)OC)C=C1)C1=CC=C(C=C1)O (Methyl 4-[cyclohexylidene(4-hydroxyphenyl)methyl]benzoate), [OH-].[Na+] (NaOH). Run in C1CCOC1 (THF), CCO (EtOH). Conditions: temperature 87.5 celsius. Yields the product C1(CCCCC1)=C(C1=CC=C(C(=O)O)C=C1)C1=CC=C(C=C1)O (4-[Cyclohexylidene(4-hydroxyphenyl)methyl]benzoic acid). Yield: 52.0%. As a reaction SMILES: [C:1]1(=[C:7]([C:18]2[CH:23]=[CH:22][C:21]([OH:24])=[CH:20][CH:19]=2)[C:8]2[CH:17]=[CH:16][C:11]([C:12]([O:14]C)=[O:13])=[CH:10][CH:9]=2)[CH2:6][CH2:5][CH2:4][CH2:3][CH2:2]1.[OH-].[Na+]>C1COCC1.CCO>[C:1]1(=[C:7]([C:18]2[CH:23]=[CH:22][C:21]([OH:24])=[CH:20][CH:19]=2)[C:8]2[CH:17]=[CH:16][C:11]([C:12]([OH:14])=[O:13])=[CH:10][CH:9]=2)[CH2:6][CH2:5][CH2:4][CH2:3][CH2:2]1 |f:1.2|. Reported procedure: To a solution of methyl 4-[cyclohexylidene(4-hydroxyphenyl)methyl]benzoate (156) (0.175 g, 0.54 mmoL) in THF (3 mL) and EtOH (3 mL) was added 1 N NaOH (6 mL) at RT. The reaction mixture was heated between 85-90° C. under a nitrogen atmosphere for 2 h. The oil bath was removed and the reaction mixture was allowed to cool to RT. The reaction mixture was partially concentrated in vacuo to remove the THF and EtOH. The basic aqueous mixture was diluted with H2O and the pH was adjusted to ˜1 (as judge... Starting materials: NCC(=O)N(C1=CC=CC=C1)CC(=O)N(C)C1=CC(=C(C=C1)F)F (2-(2-amino-N-phenylacetamido)-N-(3,4-difluorophenyl)-N-methylacetamide), CC=1C=C(C=CC1)N=C=O (3-methylphenyl isocyanate). Yields the product FC=1C=C(C=CC1F)N(C(CN(C(CNC(=O)NC1=CC(=CC=C1)C)=O)C1=CC=CC=C1)=O)C (N-(3,4-difluorophenyl)-N-methyl-2-{2-[3-(3-methylphenyl)ureido]-N-phenylacetamido}acetamide). Yield: 10.2%. RXN SMILES: [NH2:1][CH2:2][C:3]([N:5]([CH2:12][C:13]([N:15]([C:17]1[CH:22]=[CH:21][C:20]([F:23])=[C:19]([F:24])[CH:18]=1)[CH3:16])=[O:14])[C:6]1[CH:11]=[CH:10][CH:9]=[CH:8][CH:7]=1)=[O:4].[CH3:25][C:26]1[CH:27]=[C:28]([N:32]=[C:33]=[O:34])[CH:29]=[CH:30][CH:31]=1>>[F:24][C:19]1[CH:18]=[C:17]([N:15]([CH3:16])[C:13](=[O:14])[CH2:12][N:5]([C:6]2[CH:11]=[CH:10][CH:9]=[CH:8][CH:7]=2)[C:3](=[O:4])[CH2:2][NH:1][C:33]([NH:32][C:28]2[CH:29]=[CH:30][CH:31]=[C:26]([CH3:25])[CH:27]=2)=[O:34])[CH:22]=[CH:21][C:20]=1[F:23]. Procedure: The procedure is analogous to that described in Example 1, but 3.8 g of 2-(2-amino-N-phenylacetamido)-N-(3,4-difluorophenyl)-N-methylacetamide and 1.4 g of 3-methylphenyl isocyanate are used as the starting material. The crude product obtained is purified by chromatography on 80 g of silica (0.065-0.200 mm) contained in a column 2.5 cm in diameter [eluent: ethyl acetate/cyclohexane (75-25 by volume)], collecting 20 cm3 fractions. Fractions 3 to 8 are combined and concentrated to dryness under re... The reactants are C(CC)(=O)C1=NN(C=CC1=O)C1=CC(=CC=C1)C(F)(F)F (3-propanoyl-1-[3-(trifluoromethyl)phenyl]pyridazin-4(1H)-one), C1(=CC=CC=C1)NN (phenylhydrazine), CO (MeOH), C[O-].[Na+] (NaOMe). Solvent: O (water), Cl (HCl), Cl (HCl), C(=O)OC (methyl formate). Run at time 3.5 hour. Yields the product CC=1C=NN(C1C1=NN(C=CC1=O)C1=CC(=CC=C1)C(F)(F)F)C1=CC=CC=C1 (3-(4-Methyl-1-phenyl-1H-pyrazol-5-yl)-1-[3-(trifluoromethyl)phenyl]pyridazin-4(1H)-one). Yield: 31.2%. Reaction SMILES: [C:1]([C:5]1[C:10](=[O:11])[CH:9]=[CH:8][N:7]([C:12]2[CH:17]=[CH:16][CH:15]=[C:14]([C:18]([F:21])([F:20])[F:19])[CH:13]=2)[N:6]=1)(=O)[CH2:2][CH3:3].[CH3:22][O-].[Na+].[C:25]1([NH:31][NH2:32])[CH:30]=[CH:29][CH:28]=[CH:27][CH:26]=1.CO>C(OC)=O.O.Cl>[CH3:3][C:2]1[CH:22]=[N:32][N:31]([C:25]2[CH:30]=[CH:29][CH:28]=[CH:27][CH:26]=2)[C:1]=1[C:5]1[C:10](=[O:11])[CH:9]=[CH:8][N:7]([C:12]2[CH:17]=[CH:16][CH:15]=[C:14]([C:18]([F:21])([F:20])[F:19])[CH:13]=2)[N:6]=1 |f:1.2|. Procedure details: To a suspension of 3-propanoyl-1-[3-(trifluoromethyl)phenyl]pyridazin-4(1H)-one (384 mg, 1.30 mmol) in methyl formate (3.8 mL) was added NaOMe (28% in MeOH, 326 mg, 1.69 mmol) at room temperature. The mixture was stirred at room temperature for 3.5 h. The mixture was diluted with water and 1 M HCl aqueous solution, extracted with AcOEt, washed with brine, dried over Na2SO4, filtered, concentrated in vacuo and crystallized with AcOEt/hexane. To the solid were added phenylhydrazine (0.405 mL, 4.12... Reactants: FC=1C=C2C(N(C(=NC2=CC1)C)C1=C(C=CC=C1)F)=O (6-fluoro-3-(2-fluoro-phenyl)-2-methyl-3H-quinazolin-4-one), C(C)(=O)OC(C)=O (acetic anhydride), CN(C)CC=1SC=C(N1)C=O (2-dimethylaminomethylthiazole-4-carboxaldehyde), C([O-])([O-])=O.[Na+].[Na+] (Sodium carbonate). The reagents and catalysts are [Cl-].[Zn+2].[Cl-] (zinc chloride). Solvent: O (water). The product is CN(C)CC=1SC=C(N1)C=CC1=NC2=CC=C(C=C2C(N1C1=C(C=CC=C1)F)=O)F (2-[2-(2-dimethylaminomethyl-thiazol-4-yl)-vinyl]-6-fluoro-3-(2-fluoro-phenyl)-3H-quinazolin-4-one). The yield is 30.8%. As a reaction SMILES: [F:1][C:2]1[CH:3]=[C:4]2[C:9](=[CH:10][CH:11]=1)[N:8]=[C:7]([CH3:12])[N:6]([C:13]1[CH:18]=[CH:17][CH:16]=[CH:15][C:14]=1[F:19])[C:5]2=[O:20].C(OC(=O)C)(=O)C.[CH3:28][N:29]([CH2:31][C:32]1[S:33][CH:34]=[C:35]([CH:37]=O)[N:36]=1)[CH3:30].C(=O)([O-])[O-].[Na+].[Na+]>O.[Cl-].[Zn+2].[Cl-]>[CH3:28][N:29]([CH2:31][C:32]1[S:33][CH:34]=[C:35]([CH:37]=[CH:12][C:7]2[N:6]([C:13]3[CH:18]=[CH:17][CH:16]=[CH:15][C:14]=3[F:19])[C:5](=[O:20])[C:4]3[C:9](=[CH:10][CH:11]=[C:2]([F:1])[CH:3]=3)[N:8]=2)[N:36]=1)[CH3:30] |f:3.4.5,7.8.9|. Procedure: Anhydrous zinc chloride (0.106 g, 0.78 mmol) was fused with a nitrogen purge in a round bottom flask with an open flame. The reaction vessel was allowed to return to ambient temperature, then dioxane (6 mL) was added. To this mixture was added 6-fluoro-3-(2-fluoro-phenyl)-2-methyl-3H-quinazolin-4-one (0.108 g, 0.39 mmol), acetic anhydride(0.111 mL, 1.18 mmol), and 2-dimethylaminomethylthiazole-4-carboxaldehyde (0.280 g, 1.18 mmol in 4 mL of dioxane). The reaction was refluxed 4 d, cooled to ambi... Reactants: [OH-].[Na+] (sodium hydroxide), flavin mononucleotide, [OH-].[Na+] (sodium hydroxide), NCC(=O)O (Glycine), COC=1C=CC(=CC1)C=O (anisaldehyde), [OH-].[Na+] (sodium hydroxide), [OH-].[Na+] (sodium hydroxide), [C@@H]1([C@H](CCC1)CO)CO (Cis-1,2-cydopentane dimethanol), NCC(=O)O (glycine), alcohol. Reagents/catalysts: C1=CC(=C[N+](=C1)[C@H]2[C@@H]([C@@H]([C@H](O2)COP(=O)([O-])OP(=O)(O)OC[C@@H]3[C@H]([C@H]([C@@H](O3)N4C=NC5=C4N=CN=C5N)O)O)O)O)C(=O)N (β-NAD+). Run in C(C)O (ethanol), C(C)(=O)OCC.C(Cl)Cl (ethyl acetate methylene chloride), O (water). Yields the product [C@H]12CCC[C@@H]2C(OC1)=O ((1R,5S)-(+)-7-oxabicyclo[3.3.0]octan-6-one). Yield: 92.9%. As a reaction SMILES: NCC(O)=O.[OH-].[Na+].[C@@H:8]1([CH2:15][OH:16])[CH2:12][CH2:11][CH2:10][C@@H:9]1[CH2:13][OH:14].COC1C=CC(C=O)=CC=1>O.C(O)C.C1C=[N+]([C@@H]2O[C@H](COP(OP(OC[C@H]3O[C@@H](N4C5N=CN=C(N)C=5N=C4)[C@H](O)[C@@H]3O)(O)=O)([O-])=O)[C@@H](O)[C@H]2O)C=C(C(N)=O)C=1.C(OCC)(=O)C.C(Cl)Cl>[C@H:9]12[CH2:13][O:14][C:15](=[O:16])[C@H:8]1[CH2:12][CH2:11][CH2:10]2 |f:1.2,8.9|. Reported procedure: Glycine (18.8 grams) is dissolved in 2 liters of deionized water, and the pH is adjusted by the addition of 10% sodium hydroxide to 9.0. Cis-1,2-cydopentane dimethanol (10.0 grams) is added to the glycine solution with stirring until dissolution occurs, followed by the addition of β-NAD+ (Sigma, 2 grams) and flavin mononucleotide (Sigma, 30 grams). To the resulting dear orange solution is added horse liver alcohol dehydrogenase (Sigma, 250 mg, approximately 400 units). After the enzyme has disso... Reactants: COC=1C=C2CCC(OC2=CC1)=O (6-methoxychromanone), [N+](=O)([O-])C=1C=C(C=O)C=CC1 (3-nitrobenzaldehyde), N1CCCC1 (pyrrolidine), CO (methanol). Run at time 48 hour. Yields the product COC=1C=C2C(C(COC2=CC1)=CC1=CC(=CC=C1)[N+](=O)[O-])=O (6-methoxy-3-(3-nitrobenzylidene)-chroman-4-one). The yield is 65.0%. As a reaction SMILES: [CH3:1][O:2][C:3]1[CH:4]=[C:5]2[C:10](=[CH:11][CH:12]=1)[O:9][C:8](=O)[CH2:7][CH2:6]2.[N+:14]([C:17]1[CH:18]=[C:19]([CH:22]=[CH:23][CH:24]=1)[CH:20]=O)([O-:16])=[O:15].N1CCCC1.C[OH:31]>>[CH3:1][O:2][C:3]1[CH:4]=[C:5]2[C:10](=[CH:11][CH:12]=1)[O:9][CH2:8][C:7](=[CH:20][C:19]1[CH:22]=[CH:23][CH:24]=[C:17]([N+:14]([O-:16])=[O:15])[CH:18]=1)[C:6]2=[O:31]. Procedure: A mixture of 10.0 g (56.1 mmol) of 6-methoxychromanone, 8.48 g (56.1 mmol) of 3-nitrobenzaldehyde and 4.7 mL (56.1 mmol) of pyrrolidine in 30 mL methanol was allowed to stir at room temperature under N2 atmosphere. After 48 hours, the reaction mixture was filtered and the precipitate washed with methanol and dried to yield 11.44 g of yellow powder (65%). A small sample was recrystallized from isopropylether/CH2Cl2 for analytical data. M.p. 157°-159° C.; MS: C: 311.0794;F: 311.0796; 1H NMR (AC 30...